describe an organic reaction: reactants, conditions, products, and yield From a dataset of the Open Reaction Database (ORD), a public repository of structured organic reaction records. Reactants: CCc1nc2c(c(C)c(C)n3nnnc23)n1CCOCCNS(=O)(=O)CCCCl, CN(C)C=O. The product is CCc1nc2c(c(C)c(C)n3nnnc23)n1CCOCCN1CCCS1(=O)=O. As a reaction SMILES: [Cl:1][CH2:2][CH2:3][CH2:4][S:5](=[O:6])(=[O:7])[NH:8][CH2:9][CH2:10][O:11][CH2:12][CH2:13][n:14]1[c:15]([CH2:28][CH3:29])[n:16][c:17]2[c:18]3[n:19]([c:20]([CH3:24])[c:21]([CH3:23])[c:22]12)[n:25][n:26][n:27]3.[O:30]=[CH:31][N:32]([CH3:33])[CH3:34]>>[CH2:2]1[CH2:3][CH2:4][S:5](=[O:6])(=[O:7])[N:8]1[CH2:9][CH2:10][O:11][CH2:12][CH2:13][n:14]1[c:15]([CH2:28][CH3:29])[n:16][c:17]2[c:18]3[n:19]([c:20]([CH3:24])[c:21]([CH3:23])[c:22]12)[n:25][n:26][n:27]3. The reactants are C(C)(=O)SC[C@H]1N(C[C@@H](C1)O[Si](C)(C)C(C)(C)C)C(=O)OC(C)(C)C ((2S,4R)-2-acetylthiomethyl-N-t-butoxycarbonyl-4-t-butyldimethylsiloxypyrrolidine), [OH-].[Na+] (NaOH), Cl (HCl). Solvent: CO (methanol). Conditions: time 30 minute. The product is crude product, C(C)(C)(C)OC(=O)N1[C@@H](C[C@H](C1)O[Si](C)(C)C(C)(C)C)CS ((2S,4R)-N-t-butoxycarbonyl-4-t-butyldimethylsiloxy-2-mercaptomethylpyrrolidine). Reaction SMILES: C([S:4][CH2:5][C@@H:6]1[CH2:10][C@@H:9]([O:11][Si:12]([C:15]([CH3:18])([CH3:17])[CH3:16])([CH3:14])[CH3:13])[CH2:8][N:7]1[C:19]([O:21][C:22]([CH3:25])([CH3:24])[CH3:23])=[O:20])(=O)C.[OH-].[Na+].Cl>CO>[C:22]([O:21][C:19]([N:7]1[CH2:8][C@H:9]([O:11][Si:12]([C:15]([CH3:18])([CH3:17])[CH3:16])([CH3:14])[CH3:13])[CH2:10][C@H:6]1[CH2:5][SH:4])=[O:20])([CH3:25])([CH3:24])[CH3:23] |f:1.2|. Reported procedure: To a solution of (2S,4R)-2-acetylthiomethyl-N-t-butoxycarbonyl-4-t-butyldimethylsiloxypyrrolidine (3.9 g, 10 mmol) in methanol (50 ml), 1N aqueous NaOH (11.0 ml, 11 mmol) was added in nitrogen stream under cooling with ice. The resulting solution was stirred for 30 minutes, then brought together with 1N aqueous HCl (12.0 ml, 12 mmol), and concentrated in vacuo. The resulting residue was poured into a liquid mixture of ethyl acetate with water. The organic layer was washed with saturated aqueous ...